From a dataset of the Open Reaction Database (ORD), a public repository of structured organic reaction records. describe an organic reaction: reactants, conditions, products, and yield Starting materials: O=C(O)c1ccc(Cl)cc1, CC1CN(c2ncc(CO)cc2Cl)CCN1c1nc2cc(C(F)(F)F)cc(N)c2[nH]1. Yields the product CC1CN(c2ncc(CO)cc2Cl)CCN1c1nc2cc(C(F)(F)F)cc(NC(=O)c3ccc(Cl)cc3)c2[nH]1. Reaction SMILES: [Cl:31][c:32]1[cH:33][cH:34][c:35]([C:36](=[O:37])[OH:38])[cH:39][cH:40]1.[NH2:1][c:2]1[cH:3][c:4]([C:27]([F:28])([F:29])[F:30])[cH:5][c:6]2[c:7]1[nH:8][c:9]([N:11]1[CH:12]([CH3:26])[CH2:13][N:14]([c:17]3[c:18]([Cl:25])[cH:19][c:20]([CH2:23][OH:24])[cH:21][n:22]3)[CH2:15][CH2:16]1)[n:10]2>>[NH:1]([c:2]1[cH:3][c:4]([C:27]([F:28])([F:29])[F:30])[cH:5][c:6]2[c:7]1[nH:8][c:9]([N:11]1[CH:12]([CH3:26])[CH2:13][N:14]([c:17]3[c:18]([Cl:25])[cH:19][c:20]([CH2:23][OH:24])[cH:21][n:22]3)[CH2:15][CH2:16]1)[n:10]2)[C:36]([c:35]1[cH:34][cH:33][c:32]([Cl:31])[cH:40][cH:39]1)=[O:37]. The reactants are [OH-].[Na+] (NaOH), B(Br)(Br)Br (Boron tribromide), COCC1=NC=NC(=C1C)N1CCCCC1 (4-methoxymethyl-5-methyl-6-piperidinopyrimidine). Solvent: ClCCl (dichloromethane), ClCCl (dichloromethane). The product is OCC1=NC=NC(=C1C)N1CCCCC1 (4-hydroxymethyl-5-methyl-6-piperidinopyrimidine). As a reaction SMILES: B(Br)(Br)Br.C[O:6][CH2:7][C:8]1[C:13]([CH3:14])=[C:12]([N:15]2[CH2:20][CH2:19][CH2:18][CH2:17][CH2:16]2)[N:11]=[CH:10][N:9]=1.[OH-].[Na+]>ClCCl>[OH:6][CH2:7][C:8]1[C:13]([CH3:14])=[C:12]([N:15]2[CH2:20][CH2:19][CH2:18][CH2:17][CH2:16]2)[N:11]=[CH:10][N:9]=1 |f:2.3|. Procedure: Boron tribromide (8.9 ml) in dichloromethane (25 ml) was added dropwise, under nitrogen, to a stirred solution of 4-methoxymethyl-5-methyl-6-piperidinopyrimidine (5 g) in dichloromethane (100 ml) at 0°-5°. After a further 2 hours the mixture was poured onto ice, the pH raised to 13 (NaOH) and extracted with chloroform. Extracts were dried (K2CO3) and stripped to a residue, which was triturated with diethyl ether to give 4-hydroxymethyl-5-methyl-6-piperidinopyrimidine, 3.80 g, as a crystalline so... The reactants are CC(C)([O-])C.[K+] (potassium tert-butoxide), COCN1C(CCN(C2=C1C=CC=C2)C2=C(C=CC=C2)F)=O (1-methoxymethyl-2-oxo-5-(2-fluorophenyl)-1,3,4,5-tetrahydro-2H-1,5-benzodiazepine), N(=O)OC(C)(C)C (tert-Butyl nitrite). Run in [Cl-].[Na+].O (brine), C1(=CC=CC=C1)C (toluene). Reaction conditions: temperature 10 celsius, time 30 minute. The product is COCN1C(C(CN(C2=C1C=CC=C2)C2=C(C=CC=C2)F)=NO)=O (1-methoxymethyl-2-oxo-3-hydroxyimino-5-(2-fluorophenyl)-1,3,4,5-tetrahydro-2H-1,5-benzodiazepine). Isolated yield 40.7%. Reaction SMILES: [CH3:1][O:2][CH2:3][N:4]1[C:10]2[CH:11]=[CH:12][CH:13]=[CH:14][C:9]=2[N:8]([C:15]2[CH:20]=[CH:19][CH:18]=[CH:17][C:16]=2[F:21])[CH2:7][CH2:6][C:5]1=[O:22].CC(C)([O-])C.[K+].[N:29](OC(C)(C)C)=[O:30]>C1(C)C=CC=CC=1.[Cl-].[Na+].O>[CH3:1][O:2][CH2:3][N:4]1[C:10]2[CH:11]=[CH:12][CH:13]=[CH:14][C:9]=2[N:8]([C:15]2[CH:20]=[CH:19][CH:18]=[CH:17][C:16]=2[F:21])[CH2:7][C:6](=[N:29][OH:30])[C:5]1=[O:22] |f:1.2,5.6.7|. Procedure details: Under argon atmosphere, 1-methoxymethyl-2-oxo-5-(2-fluorophenyl)-1,3,4,5-tetrahydro-2H-1,5-benzodiazepine (5.26 g) was dissolved in toluene (50 ml), the mixture was cooled on ice, potassium tert-butoxide (9.8 g) was added thereto at internal temperature 10° C., and stirred for 30 minutes under ice-cooling. tert-Butyl nitrite (5.0 g) was added thereto, the mixture was allowed to room temperature, and stirred for one hour and 30 minutes. Saturated brine was added to the reaction mixture, extracted... Starting materials: OC=1C(=CC2=CC=CC=C2C1)C(=O)NC1=CC(=CC(=C1)C(F)(F)F)C(F)(F)F (3-hydroxy-N-[3,5-bis(trifluoromethyl)phenyl]-2-naphthamide), N1(CCOCC1)C(=O)Cl (morpholine-4-carbonyl chloride), raw materials. The product is O1CCN(CC1)C(=O)OC1=C(C2=CC=CC=C2C=C1)C(=O)NC1=CC(=CC(=C1)C(F)(F)F)C(F)(F)F (2-(Morpholinocarbonyl)oxy-N-[3,5-bis(trifluoromethyl)phenyl]-1-naphthamide). Yield: 98.0%. Reaction SMILES: [OH:1][C:2]1[C:3]([C:12]([NH:14][C:15]2[CH:20]=[C:19]([C:21]([F:24])([F:23])[F:22])[CH:18]=[C:17]([C:25]([F:28])([F:27])[F:26])[CH:16]=2)=[O:13])=[CH:4][C:5]2[C:10]([CH:11]=1)=[CH:9][CH:8]=[CH:7][CH:6]=2.[N:29]1([C:35](Cl)=[O:36])[CH2:34][CH2:33][O:32][CH2:31][CH2:30]1>>[O:32]1[CH2:33][CH2:34][N:29]([C:35]([O:1][C:2]2[CH:11]=[CH:10][C:9]3[C:4](=[CH:5][CH:6]=[CH:7][CH:8]=3)[C:3]=2[C:12]([NH:14][C:15]2[CH:20]=[C:19]([C:21]([F:24])([F:22])[F:23])[CH:18]=[C:17]([C:25]([F:27])([F:26])[F:28])[CH:16]=2)=[O:13])=[O:36])[CH2:30][CH2:31]1. Procedure details: Using 3-hydroxy-N-[3,5-bis(trifluoromethyl)phenyl]-2-naphthamide and morpholine-4-carbonyl chloride as the raw materials, the same operation as the Example 71 gave the title compound. The reactants are C(C)OP(OCC)(=O)CC(=O)C1=CC(=C(C=C1)O)CC1=CC=C(C=C1)OCC ({2-[3-(4-ethoxybenzyl)-4-hydroxyphenyl]-2-oxoethyl}phosphonic acid diethylester), Br[Si](C)(C)C (bromotrimethylsilane), CO (Methanol). Solvent: ClCCl (dichloromethane). Run at time 9 hour. The product is C(C)OC1=CC=C(CC=2C=C(C=CC2O)C(CP(O)(O)=O)=O)C=C1 ({2-[3-(4-Ethoxybenzyl)-4-hydroxyphenyl]-2-oxoethyl}phosphonic acid). The yield is 83.5%. RXN SMILES: C([O:3][P:4]([CH2:9][C:10]([C:12]1[CH:17]=[CH:16][C:15]([OH:18])=[C:14]([CH2:19][C:20]2[CH:25]=[CH:24][C:23]([O:26][CH2:27][CH3:28])=[CH:22][CH:21]=2)[CH:13]=1)=[O:11])(=[O:8])[O:5]CC)C.Br[Si](C)(C)C.CO>ClCCl>[CH2:27]([O:26][C:23]1[CH:22]=[CH:21][C:20]([CH2:19][C:14]2[CH:13]=[C:12]([C:10](=[O:11])[CH2:9][P:4](=[O:3])([OH:5])[OH:8])[CH:17]=[CH:16][C:15]=2[OH:18])=[CH:25][CH:24]=1)[CH3:28]. Procedure details: To a solution of {2-[3-(4-ethoxybenzyl)-4-hydroxyphenyl]-2-oxoethyl}phosphonic acid diethylester (1.00 g) in dichloromethane (4.7 mL) was added bromotrimethylsilane (1.6 mL) at 0° C., and the reaction mixture was stirred for 9 hr at room temperature. Methanol (4.0 mL) was added to the reaction mixture, and the mixture was stirred for 10 min at room temperature. Evaporation and crystallization from ethyl acetate-n-hexane gave the title compound (0.72 g) as a pale brown crystal. Reactants: NC1=C(N=C(N=N1)C1=NN(C2=NC=CC=C21)CC2=C(C=CC=C2)F)O (6-amino-3-[1-(2-fluorobenzyl)-1H-pyrazolo[3,4-b]pyridin-3-yl]-1,2,4-triazin-5-ol), N (ammonia). Run in S(=O)(Cl)Cl (thionyl chloride), C(C)#N (acetonitrile). Run at time 8 hour. The product is FC1=C(CN2N=C(C=3C2=NC=CC3)C=3N=NC(=C(N3)N)N)C=CC=C1 (3-[1-(2-Fluorobenzyl)-1H-pyrazolo[3,4-b]pyridin-3-yl]-1,2,4-triazine-5,6-diamine). As a reaction SMILES: [NH2:1][C:2]1[N:7]=[N:6][C:5]([C:8]2[C:16]3[C:11](=[N:12][CH:13]=[CH:14][CH:15]=3)[N:10]([CH2:17][C:18]3[CH:23]=[CH:22][CH:21]=[CH:20][C:19]=3[F:24])[N:9]=2)=[N:4][C:3]=1O.[NH3:26]>S(Cl)(Cl)=O.C(#N)C>[F:24][C:19]1[CH:20]=[CH:21][CH:22]=[CH:23][C:18]=1[CH2:17][N:10]1[C:11]2=[N:12][CH:13]=[CH:14][CH:15]=[C:16]2[C:8]([C:5]2[N:6]=[N:7][C:2]([NH2:1])=[C:3]([NH2:26])[N:4]=2)=[N:9]1. Procedure: 3.602 g (10.677 mmol) of 6-amino-3-[1-(2-fluorobenzyl)-1H-pyrazolo[3,4-b]pyridin-3-yl]-1,2,4-triazin-5-ol in 45 ml of thionyl chloride were added and heated under reflux for 3 h. The reaction mixture was diluted with 200 ml of dry acetonitrile and, with ice-cooling, added dropwise to 500 ml of concentrated aqueous ammonia solution (35% strength). The mixture was stirred at RT overnight. The acetonitrile was removed on a rotary evaporator and the precipitate was filtered off with suction. This ga... Starting materials: BrC1=C2C(=NC=NC2=C(C(=C1)C)[N+](=O)[O-])NC1=CC(=CC=C1)C(F)(F)F (5-bromo-7-methyl-8-nitro-N-(3-(trifluoromethyl)phenyl)quinazolin-4-amine). Reagents/catalysts: [Pd] (Pd/C). The solvent is CCO (EtOH). Run at time 5 hour. The product is CC1=CC=C2C(=NC=NC2=C1N)NC1=CC(=CC=C1)C(F)(F)F (7-methyl-N4-(3-(trifluoromethyl)phenyl)quinazoline-4,8-diamine). Yield: 66.8%. Reaction SMILES: Br[C:2]1[CH:11]=[C:10]([CH3:12])[C:9]([N+:13]([O-])=O)=[C:8]2[C:3]=1[C:4]([NH:16][C:17]1[CH:22]=[CH:21][CH:20]=[C:19]([C:23]([F:26])([F:25])[F:24])[CH:18]=1)=[N:5][CH:6]=[N:7]2>CCO.[Pd]>[CH3:12][C:10]1[C:9]([NH2:13])=[C:8]2[C:3]([C:4]([NH:16][C:17]3[CH:22]=[CH:21][CH:20]=[C:19]([C:23]([F:26])([F:24])[F:25])[CH:18]=3)=[N:5][CH:6]=[N:7]2)=[CH:2][CH:11]=1. Procedure details: To a solution of 5-bromo-7-methyl-8-nitro-N-(3-(trifluoromethyl)phenyl)quinazolin-4-amine (400 mg, 0.94 mmol) in EtOH (10 mL) was added 10% Pd/C (420 mg) and the suspension was stirred under H2 (1 atm) for 5 h. Then the reaction mixture was filtered through celite and concentrated. The residue was purified by column chromatography to afford 200 mg of the title product. 1H NMR (300 MHz, DMSO-d6): δ 9.73 (s, 1H), 8.59 (s, 1H), 8.38 (s, 1H), 8.26 (d, J=7.2 Hz, 1H), 7.65-7.58 (m, 2H), 7.42 (d, J=7.2... Starting materials: COC(=O)C1N(C1)S(=O)(=O)C1=C(C=CC=C1)C(F)(F)F ((RS)-1-(2-trifluoromethyl-benzenesulfonyl)-aziridine-2-carboxylic acid methyl ester), C1(=CC=CC=C1)N=C=O (phenylisocyanate), [I-].[Na+] (sodiumiodide). Yields the product COC(=O)C1N(C(N(C1)S(=O)(=O)C1=C(C=CC=C1)C(F)(F)F)=O)C1=CC=CC=C1 ((RS)-2-oxo-3-phenyl-1-(2-trifluoromethyl-benzenesulfonyl)-imidazolidine-4-carboxylic acid methyl ester). RXN SMILES: [CH3:1][O:2][C:3]([CH:5]1[CH2:7][N:6]1[S:8]([C:11]1[CH:16]=[CH:15][CH:14]=[CH:13][C:12]=1[C:17]([F:20])([F:19])[F:18])(=[O:10])=[O:9])=[O:4].[C:21]1([N:27]=[C:28]=[O:29])[CH:26]=[CH:25][CH:24]=[CH:23][CH:22]=1.[I-].[Na+]>>[CH3:1][O:2][C:3]([CH:5]1[CH2:7][N:6]([S:8]([C:11]2[CH:16]=[CH:15][CH:14]=[CH:13][C:12]=2[C:17]([F:18])([F:19])[F:20])(=[O:9])=[O:10])[C:28](=[O:29])[N:27]1[C:21]1[CH:26]=[CH:25][CH:24]=[CH:23][CH:22]=1)=[O:4] |f:2.3|. Procedure details: In analogy to example 1, (RS)-1-(2-trifluoromethyl-benzenesulfonyl)-aziridine-2-carboxylic acid methyl ester was reacted with phenylisocyanate and sodiumiodide to give (RS)-2-oxo-3-phenyl-1-(2-trifluoromethyl-benzenesulfonyl)-imidazolidine-4-carboxylic acid methyl ester. The reactants are CC(C)([S@](=O)N[C@@](CC(=O)NC=1C=C(C=CC1)C)(C)C1=CC=CC=C1)C ((R)-3-((S)-1,1-dimethylethylsulfinamido)-3-phenyl-N-m-tolylbutanamide), Cl.O1CCOCC1 (HCl dioxane). The solvent is CO (MeOH). Reaction conditions: time 1 hour. The product is N[C@@](CC(=O)NC=1C=C(C=CC1)C)(C)C1=CC=CC=C1 ((R)-3-amino-3-phenyl-N-m-tolylbutanamide). The yield is 100.3%. Reaction SMILES: CC(C)([S@@]([NH:6][C@:7]([C:20]1[CH:25]=[CH:24][CH:23]=[CH:22][CH:21]=1)([CH3:19])[CH2:8][C:9]([NH:11][C:12]1[CH:13]=[C:14]([CH3:18])[CH:15]=[CH:16][CH:17]=1)=[O:10])=O)C.Cl.O1CCOCC1>CO>[NH2:6][C@:7]([C:20]1[CH:25]=[CH:24][CH:23]=[CH:22][CH:21]=1)([CH3:19])[CH2:8][C:9]([NH:11][C:12]1[CH:13]=[C:14]([CH3:18])[CH:15]=[CH:16][CH:17]=1)=[O:10] |f:1.2|. Procedure details: To a solution of (R)-3-((S)-1,1-dimethylethylsulfinamido)-3-phenyl-N-m-tolylbutanamide (300 mg, 0.81 mmol) in MeOH (5 mL) was added 4M HCl/dioxane (3 mL, 12 mmol). The solution was stirred for 1 h and concentrated to give (R)-3-amino-3-phenyl-N-m-tolylbutanamide (218 mg, 90%) without purification. Reactants: S1C(=CC=C1)C1(CCCC1)C(=O)O (1-(2-thienyl)cyclopentanecarboxylic acid), O=S(Cl)Cl (SOCl2), C(C)N(CCO)CC (2-Diethylaminoethanol). The solvent is C1(=CC=CC=C1)C (toluene). Reaction conditions: time 4 hour. Yields the product Cl.S1C(=CC=C1)C1(CCCC1)C(=O)OCCN(CC)CC (2-(Diethylamino)ethyl 1-(2-thienyl)cyclopentanecarboxylate Hydrochloride). As a reaction SMILES: [S:1]1[CH:5]=[CH:4][CH:3]=[C:2]1[C:6]1([C:11]([OH:13])=[O:12])[CH2:10][CH2:9][CH2:8][CH2:7]1.O=S(Cl)[Cl:16].[CH2:18]([N:20]([CH2:24][CH3:25])[CH2:21][CH2:22]O)[CH3:19]>C1(C)C=CC=CC=1>[ClH:16].[S:1]1[CH:5]=[CH:4][CH:3]=[C:2]1[C:6]1([C:11]([O:13][CH2:19][CH2:18][N:20]([CH2:24][CH3:25])[CH2:21][CH3:22])=[O:12])[CH2:10][CH2:9][CH2:8][CH2:7]1 |f:4.5|. Procedure details: 1-(2-thienyl)cyclopentanecarboxylic acid (3.1 mmol), prepared in Example 94 above, was refluxed with SOCl2 (0.6 mL) in 4 mL toluene. After 4 h, the reaction mixture was evaporated and the residue was dissolved in toluene. 2-Diethylaminoethanol (9.3 mmol) was added and the mixture was stirred at room temperature overnight. The crude was chromatographed on silica gel using toluene-Et3N 95:5 as eluent. The yield was 0.79 g (76%); mp 122-123° C.; 1H NMR (CDCl3) δ 1.28 (t, 6H), 1.75 (m, 4H), 2.13 (m,...